From a dataset of the Open Reaction Database (ORD), a public repository of structured organic reaction records. describe an organic reaction: reactants, conditions, products, and yield Starting materials: COC1=CC=C(C=C1)C=1N=C(SC1C=1C=NC=CC1)N ([4-(4-Methoxyphenyl)-5-(3-pyridyl)-1,3-thiazol-2-yl]amine), Cl (hydrogen chloride). Run in CO (methanol). Yields the product Cl.COC1=CC=C(C=C1)C=1N=C(SC1C=1C=NC=CC1)N ([4-(4-Methoxyphenyl)-5-(3-pyridyl)-1,3-thiazol-2-yl]amine Hydrochloride). Yield: 80.0%. RXN SMILES: [CH3:1][O:2][C:3]1[CH:8]=[CH:7][C:6]([C:9]2[N:10]=[C:11]([NH2:20])[S:12][C:13]=2[C:14]2[CH:15]=[N:16][CH:17]=[CH:18][CH:19]=2)=[CH:5][CH:4]=1.[ClH:21]>CO>[ClH:21].[CH3:1][O:2][C:3]1[CH:4]=[CH:5][C:6]([C:9]2[N:10]=[C:11]([NH2:20])[S:12][C:13]=2[C:14]2[CH:15]=[N:16][CH:17]=[CH:18][CH:19]=2)=[CH:7][CH:8]=1 |f:3.4|. Procedure details: [4-(4-Methoxyphenyl)-5-(3-pyridyl)-1,3-thiazol-2-yl]amine (200 mg) was dissolved in 1% methanol solution of hydrogen chloride (3.2 mL), and the solvent was evaporated. The crude crystalline was recrystallized from methanol-ethyl acetate to give the title compound (180 mg, yield 80%).